This data is from the Open Reaction Database (ORD), a public repository of structured organic reaction records. The task is: describe an organic reaction: reactants, conditions, products, and yield Reported procedure: A mixture of 4.0 g (0.029 mol) of 3-nitrophenol, 10.5 g (0.032 mol) of 1-bromooctadecane and 6.0 g (0.043 mol) of anhydrous potassium carbonate in 75 ml of anhydrous DMF was stirred and heated at 75° for 23 hours. The solvent was removed at reduced pressure and water was added to the residue. The product was extracted with ether and the dried extract was concentrated at reduced pressure to a solid which was purified by HPLCusing 15% methylene chloride-hexane to give 9.0 g (80% yield) of 3-(octad... Solvent: CN(C)C=O (DMF). Yield: 79.3%. Product: C(CCCCCCCCCCCCCCCCC)OC=1C=C(C=CC1)[N+](=O)[O-] (3-(octadecyloxy)nitrobenzene). As a reaction SMILES: [N+:1]([C:4]1[CH:5]=[C:6]([OH:10])[CH:7]=[CH:8][CH:9]=1)([O-:3])=[O:2].Br[CH2:12][CH2:13][CH2:14][CH2:15][CH2:16][CH2:17][CH2:18][CH2:19][CH2:20][CH2:21][CH2:22][CH2:23][CH2:24][CH2:25][CH2:26][CH2:27][CH2:28][CH3:29].C(=O)([O-])[O-].[K+].[K+]>CN(C=O)C>[CH2:29]([O:10][C:6]1[CH:5]=[C:4]([N+:1]([O-:3])=[O:2])[CH:9]=[CH:8][CH:7]=1)[CH2:28][CH2:27][CH2:26][CH2:25][CH2:24][CH2:23][CH2:22][CH2:21][CH2:20][CH2:19][CH2:18][CH2:17][CH2:16][CH2:15][CH2:14][CH2:13][CH3:12] |f:2.3.4|. Starting materials: [N+](=O)([O-])C=1C=C(C=CC1)O (3-nitrophenol), BrCCCCCCCCCCCCCCCCCC (1-bromooctadecane), C([O-])([O-])=O.[K+].[K+] (potassium carbonate).